From a dataset of the Open Reaction Database (ORD), a public repository of structured organic reaction records. describe an organic reaction: reactants, conditions, products, and yield Reactants: C(C)(=O)OC(C)=O (acetic anhydride), N1=CC=CC=C1 (pyridine), CN(C)C1=NC=CC=C1 (dimethylaminopyridine), OC(CCCCCCC(=O)O)C1=CC=CC=C1 (8-Hydroxy-8-phenyloctanoic acid). Run in ClCCl (dichloromethane). Conditions: time 3 hour. Yields the product C(C)(=O)OC(CCCCCCC(=O)O)C1=CC=CC=C1 (8-acetoxy-8-phenyloctanoic acid). Reaction SMILES: [OH:1][CH:2]([C:12]1[CH:17]=[CH:16][CH:15]=[CH:14][CH:13]=1)[CH2:3][CH2:4][CH2:5][CH2:6][CH2:7][CH2:8][C:9]([OH:11])=[O:10].[C:18](OC(=O)C)(=[O:20])[CH3:19].N1C=CC=CC=1.CN(C1C=CC=CN=1)C>ClCCl>[C:18]([O:1][CH:2]([C:12]1[CH:13]=[CH:14][CH:15]=[CH:16][CH:17]=1)[CH2:3][CH2:4][CH2:5][CH2:6][CH2:7][CH2:8][C:9]([OH:11])=[O:10])(=[O:20])[CH3:19]. Procedure: 8-Hydroxy-8-phenyloctanoic acid (25 g) was dissolved in dichloromethane (100 ml), and acetic anhydride (12 ml), pyridine (25 ml) and dimethylaminopyridine (0.1 g) were added to the solution, followed by stirring at room temperature for 3 hours. The reaction solution was washed with water and then twice with 2N hydrochloric acid, and the organic layer was washed with water, dried and concentrated under reduced pressure to give 8-acetoxy-8-phenyloctanoic acid (21 g). Its typical physical propertie... Reactants: CN1N=CC=C1CCO (2-(1-methyl-1H-pyrazol-5-yl)ethanol), OC1=CC=C(C=C1)C(F)(F)F (4-hydroxybenzotrifluoride), N(=NC(=O)OC(C)C)C(=O)OC(C)C (diisopropyl azodicarboxylate), C1(=CC=CC=C1)P(C1=CC=CC=C1)C1=CC=CC=C1 (triphenylphosphine). Solvent: O1CCCC1 (tetrahydrofuran), O (water). Reaction conditions: time 2 day. Yields the product CN1N=CC=C1CCOC1=CC=C(C=C1)C(F)(F)F (1-Methyl-5-{2-[4-(trifluoromethyl)phenoxy]ethyl}-1H-pyrazole). The yield is 54.6%. Reaction SMILES: [CH3:1][N:2]1[C:6]([CH2:7][CH2:8][OH:9])=[CH:5][CH:4]=[N:3]1.O[C:11]1[CH:16]=[CH:15][C:14]([C:17]([F:20])([F:19])[F:18])=[CH:13][CH:12]=1.N(C(OC(C)C)=O)=NC(OC(C)C)=O.C1(P(C2C=CC=CC=2)C2C=CC=CC=2)C=CC=CC=1>O.O1CCCC1>[CH3:1][N:2]1[C:6]([CH2:7][CH2:8][O:9][C:11]2[CH:16]=[CH:15][C:14]([C:17]([F:20])([F:19])[F:18])=[CH:13][CH:12]=2)=[CH:5][CH:4]=[N:3]1. Procedure: A mixture of 2-(1-methyl-1H-pyrazol-5-yl)ethanol (1.00 g), 4-hydroxybenzotrifluoride (2.57 g), 1.9 M diisopropyl azodicarboxylate (6.26 mL, toluene solution), triphenylphosphine (3.12 g) and tetrahydrofuran (50 mL) was stirred at a room temperature for 2 days. Thereafter, water was added to the reaction solution, and the obtained mixture was then extracted with ethyl acetate. The organic layer was washed with water, and was then dried over anhydrous sodium sulfate, followed by vacuum concentrati... Reactants: C(C)(C)(C)OC(NC1CN(CC1)C=1C=NC(=CC1)NC=1N=CC2=C(N1)N(C(C(=C2C)Br)=O)C2CCCC2)=O ({1-[6-(6-bromo-8-cyclopentyl-5-methyl-7-oxo-7,8-dihydro-pyrido[2,3-d]pyrimidin-2-ylamino)-pyridin-3-yl]-pyrrolidin-3-yl}-carbamic acid tert-butyl ester), C(CCC)[Sn](C(=C)OCC)(CCCC)CCCC (tributyl-(1-ethoxy-vinyl)-stannane), C1(=CC=CC=C1)C (Toluene). The reagents and catalysts are [Pd].C1(=CC=CC=C1)P(C1=CC=CC=C1)C1=CC=CC=C1.C1(=CC=CC=C1)P(C1=CC=CC=C1)C1=CC=CC=C1.C1(=CC=CC=C1)P(C1=CC=CC=C1)C1=CC=CC=C1.C1(=CC=CC=C1)P(C1=CC=CC=C1)C1=CC=CC=C1 (tetrakis(triphenylphosphine) palladium(0)). The solvent is C(Cl)(Cl)Cl (chloroform). Reaction conditions: temperature 110 celsius, time 12 hour. Product: C(C)(C)(C)OC(NC1CN(CC1)C=1C=NC(=CC1)NC=1N=CC2=C(N1)N(C(C(=C2C)C(=C)OCC)=O)C2CCCC2)=O ((1-{6-[8-cyclopentyl-6-(1-ethoxy-vinyl)-5-methyl-7-oxo-7,8-dihydro-pyrido[2,3-d]pyrimidin-2-ylamino]-pyridin-3-yl}-pyrrolidin-3-yl)-carbamic acid tert-butyl ester). Yield: 104.6%. RXN SMILES: [C:1]([O:5][C:6](=[O:38])[NH:7][CH:8]1[CH2:12][CH2:11][N:10]([C:13]2[CH:14]=[N:15][C:16]([NH:19][C:20]3[N:21]=[CH:22][C:23]4[C:29]([CH3:30])=[C:28](Br)[C:27](=[O:32])[N:26]([CH:33]5[CH2:37][CH2:36][CH2:35][CH2:34]5)[C:24]=4[N:25]=3)=[CH:17][CH:18]=2)[CH2:9]1)([CH3:4])([CH3:3])[CH3:2].C1(C)C=CC=CC=1.C([Sn](CCCC)(CCCC)[C:51]([O:53][CH2:54][CH3:55])=[CH2:52])CCC>C(Cl)(Cl)Cl.[Pd].C1(P(C2C=CC=CC=2)C2C=CC=CC=2)C=CC=CC=1.C1(P(C2C=CC=CC=2)C2C=CC=CC=2)C=CC=CC=1.C1(P(C2C=CC=CC=2)C2C=CC=CC=2)C=CC=CC=1.C1(P(C2C=CC=CC=2)C2C=CC=CC=2)C=CC=CC=1>[C:1]([O:5][C:6](=[O:38])[NH:7][CH:8]1[CH2:12][CH2:11][N:10]([C:13]2[CH:14]=[N:15][C:16]([NH:19][C:20]3[N:21]=[CH:22][C:23]4[C:29]([CH3:30])=[C:28]([C:51]([O:53][CH2:54][CH3:55])=[CH2:52])[C:27](=[O:32])[N:26]([CH:33]5[CH2:37][CH2:36][CH2:35][CH2:34]5)[C:24]=4[N:25]=3)=[CH:17][CH:18]=2)[CH2:9]1)([CH3:4])([CH3:3])[CH3:2] |f:4.5.6.7.8|. Procedure: A 6-dram vial was charged with {1-[6-(6-bromo-8-cyclopentyl-5-methyl-7-oxo-7,8-dihydro-pyrido[2,3-d]pyrimidin-2-ylamino)-pyridin-3-yl]-pyrrolidin-3-yl}-carbamic acid tert-butyl ester (379 mg, 0.65 mmol) and tetrakis(triphenylphosphine) palladium(0) (75 mg, 0.065 mmol) and the atmosphere replaced with argon. Toluene (5 ml) was added followed by tributyl-(1-ethoxy-vinyl)-stannane (352 mg, 0.97 mmol). The vial was heated to 110° C. and stirred for 12 h. The reaction mixture was diluted with chlorof... Reactants: CC(C)(C)OO, Cc1cncc(C)n1, CC=O, [Na+], [Na+], O=S(=O)([O-])[O-], O=S(=O)([O-])S(=O)(=O)[O-]. Product: CC(=O)c1ncc(C)nc1C. As a reaction SMILES: [C:12]([O:13][OH:14])([CH3:15])([CH3:16])[CH3:17].[CH3:1][c:2]1[n:3][c:4]([CH3:8])[cH:5][n:6][cH:7]1.[CH:9]([CH3:10])=[O:11].[Na+:26].[Na+:27].[O-:28][S:29](=[O:30])(=[O:31])[O-:32].[S:18]([S:19]([O-:20])(=[O:21])=[O:22])([O-:23])(=[O:24])=[O:25]>>[CH3:1][c:2]1[n:3][c:4]([CH3:8])[c:5]([C:9]([CH3:10])=[O:11])[n:6][cH:7]1. Reactants: OC1=CC=C(C(=O)O)C=C1 (p-hydroxybenzoic acid), C[C@H](CO)CC ((S)-(-)-2-methylbutanol), S(O)(O)(=O)=O (sulfuric acid), O (water). The solvent is C1(=CC=CC=C1)C (toluene). The product is OC1=CC=C(C(=O)OCC(CC)C)C=C1 (2-methylbutyl p-hydroxybenzoate). Yield: 82.9%. As a reaction SMILES: [OH:1][C:2]1[CH:10]=[CH:9][C:5]([C:6]([OH:8])=[O:7])=[CH:4][CH:3]=1.[CH3:11][C@@H:12]([CH2:15][CH3:16])[CH2:13]O.S(=O)(=O)(O)O.O>C1(C)C=CC=CC=1>[OH:1][C:2]1[CH:10]=[CH:9][C:5]([C:6]([O:8][CH2:11][CH:12]([CH3:13])[CH2:15][CH3:16])=[O:7])=[CH:4][CH:3]=1. Procedure details: 4.0 g of p-hydroxybenzoic acid and 12.5 g of (S)-(-)-2-methylbutanol were refluxed for 6 hours in toluene in the presence of sulfuric acid, while the generated water was removed out. Subsequently, the reaction solution was washed with water to remove sulfuric acid out. After the resulting solution was dried and concentrated, the concentrate was purified by column chromatography to obtain 5.0 g of the objective ester compound (liquid state at room temperature, [α]D23 =+4.9° (CHCl3)). (Yield: 83%) Starting materials: P(=O)(Cl)(Cl)Cl (phosphorous oxychloride), ClC1=CC=CC2=C1C(N(CC=1N2C=NC1C(=O)N)C)=O (7-Chloro-5,6-dihydro-5-methyl-6-oxo-4H-imidazo[1,5-a][1,4]benzodiazepine-3-carboxamide). Run in O1CCOCC1 (1,4-dioxane). The product is ClC1=CC=CC2=C1C(N(CC=1N2C=NC1C#N)C)=O (7-Chloro-5,6-dihydro-5-methyl-6-oxo-4H-imidazo[1,5-a][1,4]benzodiazepine-3-carbonitrile). As a reaction SMILES: [Cl:1][C:2]1[C:7]2[C:8](=[O:20])[N:9]([CH3:19])[CH2:10][C:11]3[N:12]([CH:13]=[N:14][C:15]=3[C:16]([NH2:18])=O)[C:6]=2[CH:5]=[CH:4][CH:3]=1.P(Cl)(Cl)(Cl)=O>O1CCOCC1>[Cl:1][C:2]1[C:7]2[C:8](=[O:20])[N:9]([CH3:19])[CH2:10][C:11]3[N:12]([CH:13]=[N:14][C:15]=3[C:16]#[N:18])[C:6]=2[CH:5]=[CH:4][CH:3]=1. Procedure: 19.0 g 7-Chloro-5,6-dihydro-5-methyl-6-oxo-4H-imidazo[1,5-a][1,4]benzodiazepine-3-carboxamide were suspended under stirring and argon atmosphere in 95 ml 1,4-dioxane and 6.58 ml phosphorous oxychloride were added in one portion. The reaction mixture was heated to reflux for one hour giving a yellow solution, which was concentrated at 50° C. under reduced pressure. The residue was digested in 100 ml deionized water for two hours at r.t. The precipitate (7-chloro-5,6-dihydro-5-methyl-6-oxo-4H-imid... The reactants are C(C)C1=CC2=C(OC(CO2)C(=O)OCC)C=C1 (ethyl 6-ethyl-2,3-dihydro-1,4-benzodioxin-2-carboxylate), C(C)(C)(C)OO (tert-butyl hydroperoxide). The solvent is C(Cl)Cl (methylene chloride), C(Cl)Cl (methylene chloride). Reported procedure: Add 2 g (8.5 mmol) of ethyl 6-ethyl-2,3-dihydro-1,4-benzodioxin-2-carboxylate dissolved in 5 cm3 of anhydrous methylene chloride to a mixture at 0° C. of 0.042 g (0.42 mmol) of chromium trioxide and 5.35 g (59.3 mmol) of 70% tert-butyl hydroperoxide in 30 cm3 of methylene chloride. Stir for 2 hours at 0° C. and then for 72 hours at room temperature. The crude product obtained by concentrating to dryness is purified by chromatography on a silica column (eluant: methylene chloride). Ethyl 6-acetyl... The reagents and catalysts are [O-2].[O-2].[O-2].[Cr+6] (chromium trioxide). Yield: 62.0%. RXN SMILES: [CH2:1]([C:3]1[CH:17]=[CH:16][C:6]2[O:7][CH:8]([C:11]([O:13][CH2:14][CH3:15])=[O:12])[CH2:9][O:10][C:5]=2[CH:4]=1)[CH3:2].C([O:22]O)(C)(C)C>C(Cl)Cl.[O-2].[O-2].[O-2].[Cr+6]>[C:1]([C:3]1[CH:17]=[CH:16][C:6]2[O:7][CH:8]([C:11]([O:13][CH2:14][CH3:15])=[O:12])[CH2:9][O:10][C:5]=2[CH:4]=1)(=[O:22])[CH3:2] |f:3.4.5.6|. Conditions: temperature 0 celsius, time 2 hour. The product is C(C)(=O)C1=CC2=C(OC(CO2)C(=O)OCC)C=C1 (Ethyl 6-acetyl-2,3-dihydro-1,4-benzodioxin-2-carboxylate). The reactants are [N+](=O)([O-])C1=CC=C(C=C1)N1C(COCC1)=O (4-(4-Nitro-phenyl)-morpholin-3-one), SnCl2 dihydrate. The solvent is C(C)(=O)OCC (ethyl acetate), C(C)O (ethanol). Reaction conditions: time 16 hour. Product: NC1=CC=C(C=C1)N1C(COCC1)=O (4-(4-Amino-phenyl)-morpholin-3-one). As a reaction SMILES: [N+:1]([C:4]1[CH:9]=[CH:8][C:7]([N:10]2[CH2:15][CH2:14][O:13][CH2:12][C:11]2=[O:16])=[CH:6][CH:5]=1)([O-])=O>C(OCC)(=O)C.C(O)C>[NH2:1][C:4]1[CH:5]=[CH:6][C:7]([N:10]2[CH2:15][CH2:14][O:13][CH2:12][C:11]2=[O:16])=[CH:8][CH:9]=1. Reported procedure: To a solution of 2.6 g 4-(4-Nitro-phenyl)-morpholin-3-one in 350 ml ethyl acetate and 17 ml ethanol, 13.2 g SnCl2 dihydrate were added and the reaction mixture was heated to reflux for 2 h. Then after cooling to RT the mixture was stirred for 16 h. The precipitated product was collected by filtration and was pure enough for the next reaction step. Yield: 2.07 g.